describe an organic reaction: reactants, conditions, products, and yield From a dataset of the Open Reaction Database (ORD), a public repository of structured organic reaction records. The reactants are CN=C=O, CCOC(C)=O, [N-]=C=O, CC1(C)Cc2nc(N)sc2C(C)(C)C1. Yields the product CNC(=O)Nc1nc2c(s1)C(C)(C)CC(C)(C)C2. Reaction SMILES: [CH3:15][N:16]=[C:17]=[O:18].[CH3:22][CH2:23][O:24][C:25](=[O:26])[CH3:27].[N-:19]=[C:20]=[O:21].[NH2:1][c:2]1[s:3][c:4]2[c:5]([n:6]1)[CH2:7][C:8]([CH3:13])([CH3:14])[CH2:9][C:10]2([CH3:11])[CH3:12]>>[NH:1]([c:2]1[s:3][c:4]2[c:5]([n:6]1)[CH2:7][C:8]([CH3:13])([CH3:14])[CH2:9][C:10]2([CH3:11])[CH3:12])[C:17]([NH:16][CH3:15])=[O:18]. Starting materials: BrC1=CC=C(S1)N1C(O[C@@]2(C1)CN1CCC2CC1)=O ((R)-3′-(5-bromothiophen-2-yl)spiro[1-azabicyclo[2.2.2]octan-3,5′-oxazolidin]-2′-one), C(CCC)[Sn](C=1SC=CN1)(CCCC)CCCC (2-(tri-n-butylstannyl)thiazole). Yields the product S1C(=NC=C1)C1=CC=C(S1)N1C(O[C@@]2(C1)CN1CCC2CC1)=O ((R)-3′-[5-(Thiazol-2-yl)thiophen-2-yl]spiro[1-azabicyclo[2.2.2]octan-3,5′-oxazolidin]-2′-one). Reaction SMILES: Br[C:2]1[S:6][C:5]([N:7]2[CH2:11][C@:10]3([CH:16]4[CH2:17][CH2:18][N:13]([CH2:14][CH2:15]4)[CH2:12]3)[O:9][C:8]2=[O:19])=[CH:4][CH:3]=1.C([Sn](CCCC)(CCCC)[C:25]1[S:26][CH:27]=[CH:28][N:29]=1)CCC>>[S:26]1[CH:27]=[CH:28][N:29]=[C:25]1[C:2]1[S:6][C:5]([N:7]2[CH2:11][C@:10]3([CH:16]4[CH2:17][CH2:18][N:13]([CH2:14][CH2:15]4)[CH2:12]3)[O:9][C:8]2=[O:19])=[CH:4][CH:3]=1. Procedure: The title compound was prepared by a method analogous to that described in Example 5 from (R)-3′-(5-bromothiophen-2-yl)spiro[1-azabicyclo[2.2.2]octan-3,5′-oxazolidin]-2′-one and 2-(tri-n-butylstannyl)thiazole. The title compound (9 mg) was obtained as a pale solid, m/z 348 (MH+). Reactants: ClC1=NC=NC2=CC(=CC(=C12)OC(C)C)OCC1=C(C=C(C=C1)OC)OC (4-chloro-7-(2,4-dimethoxybenzyloxy)-5-isopropoxyquinazoline), NC1=C2C(=NC=C1Cl)OCO2 (4-amino-5-chloro-2,3-methylenedioxypyridine). Yields the product ClC=1C(=C2C(=NC1)OCO2)NC2=NC=NC1=CC(=CC(=C21)OC(C)C)OCC2=C(C=C(C=C2)OC)OC (4-(5-chloro-2,3-methylenedioxypyrid-4-ylamino)-7-(2,4-dimethoxybenzyloxy)-5-isopropoxyquinazoline). Isolated yield 75.0%. RXN SMILES: Cl[C:2]1[C:11]2[C:6](=[CH:7][C:8]([O:16][CH2:17][C:18]3[CH:23]=[CH:22][C:21]([O:24][CH3:25])=[CH:20][C:19]=3[O:26][CH3:27])=[CH:9][C:10]=2[O:12][CH:13]([CH3:15])[CH3:14])[N:5]=[CH:4][N:3]=1.[NH2:28][C:29]1[C:34]([Cl:35])=[CH:33][N:32]=[C:31]2[O:36][CH2:37][O:38][C:30]=12>>[Cl:35][C:34]1[C:29]([NH:28][C:2]2[C:11]3[C:6](=[CH:7][C:8]([O:16][CH2:17][C:18]4[CH:23]=[CH:22][C:21]([O:24][CH3:25])=[CH:20][C:19]=4[O:26][CH3:27])=[CH:9][C:10]=3[O:12][CH:13]([CH3:15])[CH3:14])[N:5]=[CH:4][N:3]=2)=[C:30]2[O:38][CH2:37][O:36][C:31]2=[N:32][CH:33]=1. Reported procedure: Using an analogous procedure to that described in Example 1, 4-chloro-7-(2,4-dimethoxybenzyloxy)-5-isopropoxyquinazoline was reacted with 4-amino-5-chloro-2,3-methylenedioxypyridine to give the title compound in 75% yield; NMR Spectrum: (CDCl3) 1.55 (d, 6H), 3.8 (s, 3H), 3.85 (s, 3H), 4.8 (m, 1H), 5.15 (s, 2H), 6.15 (s, 2H), 6.5 (m, 2H), 6.6 (s, 1H), 7.0 (s, 1H), 7.35 (d, 1H), 7.75 (s, 1H), 8.6 (s, 1H), 9.6 (s, 1H); Mass Spectrum: M+H+ 525 and 527. Reactants: CC1=NC2=C(N1C1CC3CCC(C1)N3CCC3(CCN(CC3)C(=O)C3=C(C=CC=C3)S(=O)(=O)NC(OC(C)(C)C)=O)C3=CC=CC=C3)C=CC=C2 (tert-butyl {2-[(4-{2-[3-(2-methyl-1H-benzimidazol-1-yl)-8-azabicyclo[3.2.1]oct-8-yl]ethyl}-4-phenylpiperidin-1-yl)carbonyl]phenyl}sulfonylcarbamate), Cl (HCl). Solvent: O1CCOCC1 (dioxane). Run at time 2 hour. The product is CC1=NC2=C(N1C1CC3CCC(C1)N3CCC3(CCN(CC3)C(=O)C3=C(C=CC=C3)S(=O)(=O)N)C3=CC=CC=C3)C=CC=C2 (2-[(4-{2-[3-(2-methyl-1H-benzimidazol-1-yl)-8-azabicyclo[3.2.1]oct-8-yl]ethyl}-4-phenylpiperidin-1-yl)carbonyl]benzenesulfonamide). Yield: 16.0%. As a reaction SMILES: [CH3:1][C:2]1[N:6]([CH:7]2[CH2:13][CH:12]3[N:14]([CH2:15][CH2:16][C:17]4([C:42]5[CH:47]=[CH:46][CH:45]=[CH:44][CH:43]=5)[CH2:22][CH2:21][N:20]([C:23]([C:25]5[CH:30]=[CH:29][CH:28]=[CH:27][C:26]=5[S:31]([NH:34]C(=O)OC(C)(C)C)(=[O:33])=[O:32])=[O:24])[CH2:19][CH2:18]4)[CH:9]([CH2:10][CH2:11]3)[CH2:8]2)[C:5]2[CH:48]=[CH:49][CH:50]=[CH:51][C:4]=2[N:3]=1.Cl>O1CCOCC1>[CH3:1][C:2]1[N:6]([CH:7]2[CH2:13][CH:12]3[N:14]([CH2:15][CH2:16][C:17]4([C:42]5[CH:43]=[CH:44][CH:45]=[CH:46][CH:47]=5)[CH2:22][CH2:21][N:20]([C:23]([C:25]5[CH:30]=[CH:29][CH:28]=[CH:27][C:26]=5[S:31]([NH2:34])(=[O:33])=[O:32])=[O:24])[CH2:19][CH2:18]4)[CH:9]([CH2:10][CH2:11]3)[CH2:8]2)[C:5]2[CH:48]=[CH:49][CH:50]=[CH:51][C:4]=2[N:3]=1. Procedure details: A mixture of crude tert-butyl {2-[(4-{2-[3-(2-methyl-1H-benzimidazol-1-yl)-8-azabicyclo[3.2.1]oct-8-yl]ethyl}-4-phenylpiperidin-1-yl)carbonyl]phenyl}sulfonyl carbamate 1c and 4N HCl in dioxane (3 mL) was stirred at RT for 2 h. The reaction mixture was partitioned between dichloromethane and saturated aqueous sodium bicarbonate. The organic layer was dried and concentrated and the residue was purified by prep. HPLC (Method Y) to provide 2-[(4-{2-[3-(2-methyl-1H-benzimidazol-1-yl)-8-azabicyclo[3.2... The reactants are aqueous solution, [OH-].[Na+] (sodium hydroxide), CS(=O)(=O)CC=1C=C(C=CC1)CO ((3-Methylsulfonylmethylphenyl)methanol), CS(=O)(=O)CC=1C=C(C(=O)O)C=CC1 (3-(methylsulfonylmethyl)-benzoic acid), [H-].[Al+3].[Li+].[H-].[H-].[H-] (lithium aluminum hydride), O1CCCC1 (tetrahydrofuran). Solvent: O (water), O (water), C(C)(=O)OCC (ethyl acetate). Run at temperature 0 celsius, time 18 hour. Product: CS(=O)(=O)C=1C(=C(C=CC1)CO)C ((3-methylsulfonyl-methylphenyl)methanol). As a reaction SMILES: CS(C[C:6]1[CH:7]=[C:8]([CH2:12][OH:13])[CH:9]=[CH:10][CH:11]=1)(=O)=O.[CH3:14][S:15](CC1C=C(C=CC=1)C(O)=O)(=[O:17])=[O:16].[H-].[Al+3].[Li+].[H-].[H-].[H-].[OH-].[Na+].O1CCC[CH2:37]1>O.C(OCC)(=O)C>[CH3:14][S:15]([C:6]1[C:7]([CH3:37])=[C:8]([CH2:12][OH:13])[CH:9]=[CH:10][CH:11]=1)(=[O:17])=[O:16] |f:2.3.4.5.6.7,8.9|. Reported procedure: (3-Methylsulfonylmethylphenyl)methanol may be prepared by carrying out the procedure in the following manner: a mixture of 26 g of 3-(methylsulfonylmethyl)-benzoic acid and 4.6 g of lithium aluminum hydride in 600 cm3 of tetrahydrofuran is stirred for 18 hours at a temperature close to 20° C. The solution is cooled to 0° C. and then 15 cm3 of ethyl acetate, 30 cm3 of water, 5 cm3 of a 15% aqueous solution of sodium hydroxide and finally 30 cm3 of water are added-successively. The mixture is filt... The reactants are CN1CCCN(C)C1=O, CN1CCCN(C)C1=O, COc1ccc(CC(=O)O)cc1, CC(C)[N-]C(C)C, ICC1CCCC1, [Li+], C1CCOC1. The product is COc1ccc(C(CC2CCCC2)C(=O)O)cc1. RXN SMILES: [CH3:28][N:29]1[CH2:30][CH2:31][CH2:32][N:33]([CH3:34])[C:35]1=[O:36].[CH3:42][N:43]1[CH2:44][CH2:45][CH2:46][N:47]([CH3:48])[C:49]1=[O:50].[CH3:9][O:10][c:11]1[cH:12][cH:13][c:14]([CH2:17][C:18](=[O:19])[OH:20])[cH:15][cH:16]1.[CH:1]([N-:2][CH:3]([CH3:4])[CH3:5])([CH3:6])[CH3:7].[I:21][CH2:22][CH:23]1[CH2:24][CH2:25][CH2:26][CH2:27]1.[Li+:8].[O:37]1[CH2:38][CH2:39][CH2:40][CH2:41]1>>[CH3:9][O:10][c:11]1[cH:12][cH:13][c:14]([CH:17]([C:18](=[O:19])[OH:20])[CH2:22][CH:23]2[CH2:24][CH2:25][CH2:26][CH2:27]2)[cH:15][cH:16]1.